Task: describe an organic reaction: reactants, conditions, products, and yield. Dataset: the Open Reaction Database (ORD), a public repository of structured organic reaction records Starting materials: C(C1=CC=CC=C1)C1=NC=CC=C1 (2-benzylpyridine), OO (hydrogen peroxide). Solvent: C(C)(=O)O (acetic acid). Yields the product C(C1=CC=CC=C1)C1=[N+](C=CC=C1)[O-] (2-benzylpyridine-N-oxide). The yield is 99.4%. RXN SMILES: [CH2:1]([C:8]1[CH:13]=[CH:12][CH:11]=[CH:10][N:9]=1)[C:2]1[CH:7]=[CH:6][CH:5]=[CH:4][CH:3]=1.[OH:14]O>C(O)(=O)C>[CH2:1]([C:8]1[CH:13]=[CH:12][CH:11]=[CH:10][N+:9]=1[O-:14])[C:2]1[CH:7]=[CH:6][CH:5]=[CH:4][CH:3]=1. Reported procedure: A solution of 2-benzylpyridine (10.0 g, 0.059 moles) and hydrogen peroxide (33% w/v, 4.02 g, 12.2 ml, 0.118 moles) in glacial acetic acid (40 ml) was heated at 60° C. for 17 hours. The reaction mixture was cooled to room temperature, the acetic acid evaporated under reduced pressure and the residue dissolved in chloroform. After neutralisation with potassium carbonate (20 g) the chloroform was removed to give 2-benzylpyridine-N-oxide (10.86 g, 99%) as a viscous oil which crystallised on standing... RXN SMILES: [CH2:25]([OH:26])[CH3:27].[Cl:1][c:2]1[c:3]([O:4][c:5]2[cH:6][cH:7][c:8]([N+:11]([O-:12])=[O:13])[n:9][cH:10]2)[cH:14][c:15]([C:18]([F:19])([F:20])[F:21])[cH:16][cH:17]1.[Cl:22][CH2:23][Cl:24]>>[Cl:1][c:2]1[c:3]([O:4][c:5]2[cH:6][cH:7][c:8]([NH2:11])[n:9][cH:10]2)[cH:14][c:15]([C:18]([F:19])([F:20])[F:21])[cH:16][cH:17]1. Starting materials: CCO, O=[N+]([O-])c1ccc(Oc2cc(C(F)(F)F)ccc2Cl)cn1, ClCCl. The product is Nc1ccc(Oc2cc(C(F)(F)F)ccc2Cl)cn1. Reactants: [N+](=O)([O-])C1=CC=C(NC=2C=C3C(C(=O)NC3=O)=CC2NC2=CC=C(C=C2)[N+](=O)[O-])C=C1 (4,5-bis(4-nitroanilino)phthalimide). The reagents and catalysts are [Ni] (Raney nickel). Solvent: C1CCOC1 (THF). The product is NC1=CC=C(NC=2C=C3C(C(=O)NC3=O)=CC2NC2=CC=C(C=C2)N)C=C1 (4,5-Bis(4-aminoanilino)phthalimide). RXN SMILES: [N+:1]([C:4]1[CH:31]=[CH:30][C:7]([NH:8][C:9]2[CH:10]=[C:11]3[C:16](=[O:17])[NH:15][C:13](=[O:14])[C:12]3=[CH:18][C:19]=2[NH:20][C:21]2[CH:26]=[CH:25][C:24]([N+:27]([O-])=O)=[CH:23][CH:22]=2)=[CH:6][CH:5]=1)([O-])=O>C1COCC1.[Ni]>[NH2:27][C:24]1[CH:25]=[CH:26][C:21]([NH:20][C:19]2[CH:18]=[C:12]3[C:13](=[O:14])[NH:15][C:16](=[O:17])[C:11]3=[CH:10][C:9]=2[NH:8][C:7]2[CH:30]=[CH:31][C:4]([NH2:1])=[CH:5][CH:6]=2)=[CH:22][CH:23]=1. Procedure: A solution of 38 mg (0.09 mmol) of 4,5-bis(4-nitroanilino)phthalimide in 15 ml of THF is hydrogenated with 10% Raney nickel as catalyst for three hours at normal pressure and room temperature. The catalyst is filtered off and the reaction mixture is concentrated by evaporation, yielding the title compound in the form of a slightly yellowish powder: m.p. 154°-157° C., FAB-MS: 360 (M+ +H). Reactants: O1C(OCC1)C1(NC=CC=C1)C#N (2-[1,3]dioxolan-2-yl-pyridine-2-carbonitrile), Cl.NO (hydroxylamine hydrochloride), C([O-])([O-])=O.[K+].[K+] (potassium carbonate), C(C)O (ethanol). The product is O1C(OCC1)C1=CC=CC(=N1)C(=N)NO (6-[1,3]dioxolan-2-yl-N-hydroxypyridine-2-carboxamidine). As a reaction SMILES: O1CCOC1[C:6]1([C:12]#[N:13])[CH:11]=[CH:10][CH:9]=[CH:8][NH:7]1.Cl.[NH2:15][OH:16].[C:17](=[O:20])([O-])[O-:18].[K+].[K+].[CH2:23](O)[CH3:24]>>[O:18]1[CH2:24][CH2:23][O:20][CH:17]1[C:8]1[N:7]=[C:6]([C:12]([NH:15][OH:16])=[NH:13])[CH:11]=[CH:10][CH:9]=1 |f:1.2,3.4.5|. Procedure: 0.88 g of 2-[1,3]dioxolan-2-yl-pyridine-2-carbonitrile (4.99 mmol), 1.74 g of hydroxylamine hydrochloride (25 mmol) and 3.45 g of potassium carbonate (25 mmol) are mixed in 15 ml of ethanol and then the reaction mixture is heated under reflux for 4 hours. After evaporation of the ethanol, the title product is crystallized by addition of water to the residue. 0.80 g of a colorless powder is recovered. Starting materials: BrCC(C)=O (bromoacetone), reagent ( XII ), C([O-])([O-])=O.[K+].[K+] (potassium carbonate), COC1CCS(C2=CC=C(C(=C12)C)C(=O)C=1C=NN(C1O)CC)(=O)=O (4-Methoxy-5-methyl-6-(1-ethyl-5-hydroxypyrazol-4-yl) carbonylthiochroman-1,1-dioxide), resultant mixture, O (Water). Run in C(C)C(=O)C (methyl ethyl ketone). Yields the product COC1CCS(C2=CC=C(C(=C12)C)C(=O)C=1C=NN(C1OCC(C)=O)CC)(=O)=O (4-methoxy-5-methyl-6-(5-acetylmethyloxy-1-ethylpyrazol-4-yl) carbonylthiochroman-1, 1-dioxide). The yield is 63.0%. RXN SMILES: [CH3:1][O:2][CH:3]1[C:12]2[C:7](=[CH:8][CH:9]=[C:10]([C:14]([C:16]3[CH:17]=[N:18][N:19]([CH2:22][CH3:23])[C:20]=3[OH:21])=[O:15])[C:11]=2[CH3:13])[S:6](=[O:25])(=[O:24])[CH2:5][CH2:4]1.Br[CH2:27][C:28](=[O:30])[CH3:29].C(=O)([O-])[O-].[K+].[K+].O>C(C(C)=O)C>[CH3:1][O:2][CH:3]1[C:12]2[C:7](=[CH:8][CH:9]=[C:10]([C:14]([C:16]3[CH:17]=[N:18][N:19]([CH2:22][CH3:23])[C:20]=3[O:21][CH2:27][C:28](=[O:30])[CH3:29])=[O:15])[C:11]=2[CH3:13])[S:6](=[O:24])(=[O:25])[CH2:5][CH2:4]1 |f:2.3.4|. Reported procedure: 4-Methoxy-5-methyl-6-(1-ethyl-5-hydroxypyrazol-4-yl) carbonylthiochroman-1,1-dioxide was used as a starting material (XIH). And, 0.4 g (1.10 mmol) thereof was dissolved in 10 ml of methyl ethyl ketone, and 0.15 g (1.10 mmol) of bromoacetone as a reaction reagent (XII) and 0.30 g (2.20 mmol) of potassium carbonate as a base were added. The resultant mixture was refluxed under heat for 3 hours. Water was added to the reaction mixture, and the reaction mixture was extracted with ethyl acetate. Its ... Starting materials: C(C)OC(=O)N1C2CC(CC1C(C2)OC2OCCCC2)=CC2=CC=CC=C2 (3-benzylidene-6-(tetrahydro-pyran-2-yloxy)-8-aza-bicyclo[3.2.1]octane-8-carboxylic acid ethyl ester). The reagents and catalysts are [Pt] (platinum on carbon). Yields the product C(C)OC(=O)N1C2CC(CC1C(C2)OC2OCCCC2)CC2=CC=CC=C2 (3-Benzyl-6-(tetrahydro-pyran-2-yloxy)-8-aza-bicyclo[3.2.1]octane-8-carboxylic Acid Ethyl Ester). RXN SMILES: [CH2:1]([O:3][C:4]([N:6]1[CH:11]2[CH:12]([O:14][CH:15]3[CH2:20][CH2:19][CH2:18][CH2:17][O:16]3)[CH2:13][CH:7]1[CH2:8][C:9](=[CH:21][C:22]1[CH:27]=[CH:26][CH:25]=[CH:24][CH:23]=1)[CH2:10]2)=[O:5])[CH3:2]>[Pt]>[CH2:1]([O:3][C:4]([N:6]1[CH:11]2[CH:12]([O:14][CH:15]3[CH2:20][CH2:19][CH2:18][CH2:17][O:16]3)[CH2:13][CH:7]1[CH2:8][CH:9]([CH2:21][C:22]1[CH:23]=[CH:24][CH:25]=[CH:26][CH:27]=1)[CH2:10]2)=[O:5])[CH3:2]. Procedure details: Hydrogenation of the 3-benzylidene-6-(tetrahydro-pyran-2-yloxy)-8-aza-bicyclo[3.2.1]octane-8-carboxylic acid ethyl ester similarly to the procedure described in Step 4 of Example 1 over 5% platinum on carbon gave 0.3 g of a resin. The reactants are CCOC(=O)C=CC1CC(NS(=O)(=O)c2ccc(Cl)cc2)CN1C(=O)OC(C)(C)C, O=C(O)C(F)(F)F. Product: CCOC(=O)C=CC1CC(NS(=O)(=O)c2ccc(Cl)cc2)CN1. RXN SMILES: [C:1]([O:2][C:3](=[O:4])[N:8]1[CH:9]([CH:24]=[CH:25][C:26](=[O:27])[O:28][CH2:29][CH3:30])[CH2:10][CH:11]([NH:13][S:14](=[O:15])(=[O:16])[c:17]2[cH:18][cH:19][c:20]([Cl:23])[cH:21][cH:22]2)[CH2:12]1)([CH3:5])([CH3:6])[CH3:7].[OH:31][C:32]([C:33]([F:34])([F:35])[F:36])=[O:37]>>[NH:8]1[CH:9]([CH:24]=[CH:25][C:26](=[O:27])[O:28][CH2:29][CH3:30])[CH2:10][CH:11]([NH:13][S:14](=[O:15])(=[O:16])[c:17]2[cH:18][cH:19][c:20]([Cl:23])[cH:21][cH:22]2)[CH2:12]1. Starting materials: compound 42, NC1=C(OCCCC(=O)OCC)C=CC=C1 (ethyl 4-(2-aminophenoxy)butyrate), C(CCC)C(C1=CC=CC=C1)N1C=CC2=CC(=CC=C12)/C(=C/C(=O)O)/C (3-[1-(α-butylbenzyl)indol-5-yl]isocrotonic acid). The product is C(CCC)C(C1=CC=CC=C1)N1C=CC2=CC(=CC=C12)/C(=C/C(=O)NC1=C(OCCCC(=O)O)C=CC=C1)/C (4-{2-[3-[1-(α-butylbenzyl)indol-5-yl]isocrotonoylamino]phenoxy}butyric acid). Reaction SMILES: [NH2:1][C:2]1[CH:16]=[CH:15][CH:14]=[CH:13][C:3]=1[O:4][CH2:5][CH2:6][CH2:7][C:8]([O:10]CC)=[O:9].[CH2:17]([CH:21]([N:28]1[C:36]2[C:31](=[CH:32][C:33](/[C:37](/[CH3:42])=[CH:38]/[C:39](O)=[O:40])=[CH:34][CH:35]=2)[CH:30]=[CH:29]1)[C:22]1[CH:27]=[CH:26][CH:25]=[CH:24][CH:23]=1)[CH2:18][CH2:19][CH3:20]>>[CH2:17]([CH:21]([N:28]1[C:36]2[C:31](=[CH:32][C:33](/[C:37](/[CH3:42])=[CH:38]/[C:39]([NH:1][C:2]3[CH:16]=[CH:15][CH:14]=[CH:13][C:3]=3[O:4][CH2:5][CH2:6][CH2:7][C:8]([OH:10])=[O:9])=[O:40])=[CH:34][CH:35]=2)[CH:30]=[CH:29]1)[C:22]1[CH:23]=[CH:24][CH:25]=[CH:26][CH:27]=1)[CH2:18][CH2:19][CH3:20]. Procedure: 0.61 g of compound 42 was obtained in a similar manner to those described in the Examples 1 and 2 using 1.28 g of ethyl 4-(2-aminophenoxy)butyrate and 1.0 g of 3-[1-(α-butylbenzyl)indol-5-yl]isocrotonic acid obtained according to the procedures described in the Reference Examples 1-4.